This data is from the Open Reaction Database (ORD), a public repository of structured organic reaction records. The task is: describe an organic reaction: reactants, conditions, products, and yield Starting materials: bis(dineophyl-orthotrifluoromethylphenyltin)oxide, C1(=CC=CC=C1)S (thiophenol). Solvent: C1(=CC=CC=C1)C (toluene). Yields the product C1(=CC=CC=C1)SC1=CC=CC=C1 (phenylsulfide). RXN SMILES: [C:1]1([SH:7])[CH:6]=[CH:5][CH:4]=[CH:3][CH:2]=1>C1(C)C=CC=CC=1>[C:1]1([S:7][C:1]2[CH:6]=[CH:5][CH:4]=[CH:3][CH:2]=2)[CH:6]=[CH:5][CH:4]=[CH:3][CH:2]=1. Reported procedure: A mixture of bis(dineophyl-orthotrifluoromethylphenyltin)oxide (6.0 g, 5.6 mmol) prepared in Example 6, thiophenol (1.2 g, 11.2 mmol) and toluene (40 g) was treated with the procedure described in Example 7. The product was recrystallized from n-hexane to obtain 5.2 g of dineophylorthotrifluoromethylphenyltin phenylsulfide as a white solid.